This data is from the Open Reaction Database (ORD), a public repository of structured organic reaction records. The task is: describe an organic reaction: reactants, conditions, products, and yield Reactants: ClC(C(=O)N=C=O)(Cl)Cl (trichloroacetyl isocyanate), C(=O)NC=1SC(=C(N1)C(C(=O)NC1[C@@H]2N(C(=C(CS2)CO)C(=O)[O-])C1=O)=NOC)Br.[Na+] (sodium 7-[2-(2-formamido-5-bromothiazol-4-yl)-2-methoxyiminoacetamido]-3-hydroxymethyl-3-cephem-4-carboxylate), O (water), Cl (hydrochloric acid), O (Water). Run in CC(=O)C (acetone), CN(C=O)C (dimethylformamide). Run at time 3.5 hour. Yields the product C(=O)NC=1SC(=C(N1)C(C(=O)NC1[C@@H]2N(C(=C(CS2)COC(NC(C(Cl)(Cl)Cl)=O)=O)C(=O)O)C1=O)=NOC)Br (7-[2-(2-formamido-5-bromothiazol-4-yl)-2-methoxyiminoacetamido]-3-trichloroacetylcarbamoyloxymethyl-3-cephem-4-carboxylic acid). Isolated yield 76.5%. RXN SMILES: [Cl:1][C:2]([Cl:9])([Cl:8])[C:3]([N:5]=[C:6]=[O:7])=[O:4].[CH:10]([NH:12][C:13]1[S:14][C:15]([Br:39])=[C:16]([C:18](=[N:36][O:37][CH3:38])[C:19]([NH:21][CH:22]2[C:34](=[O:35])[N:24]3[C:25]([C:31]([O-:33])=[O:32])=[C:26]([CH2:29][OH:30])[CH2:27][S:28][C@H:23]23)=[O:20])[N:17]=1)=[O:11].[Na+].O.Cl>CC(C)=O.CN(C)C=O>[CH:10]([NH:12][C:13]1[S:14][C:15]([Br:39])=[C:16]([C:18](=[N:36][O:37][CH3:38])[C:19]([NH:21][CH:22]2[C:34](=[O:35])[N:24]3[C:25]([C:31]([OH:33])=[O:32])=[C:26]([CH2:29][O:30][C:6](=[O:7])[NH:5][C:3](=[O:4])[C:2]([Cl:9])([Cl:8])[Cl:1])[CH2:27][S:28][C@H:23]23)=[O:20])[N:17]=1)=[O:11] |f:1.2|. Procedure: A solution of trichloroacetyl isocyanate (1.32 g.) in dry acetone (5 ml.) was added dropwise to a solution of sodium 7-[2-(2-formamido-5-bromothiazol-4-yl)-2-methoxyiminoacetamido]-3-hydroxymethyl-3-cephem-4-carboxylate (1.9 g.) in dry dimethylformamide at -30° C. and stirred at -40° to -20° C. for 3.5 hrs. Water (20 ml.) was added dropwise to the reaction mixture below -20° C. and the mixture was poured into water (180 ml.). The mixture was adjusted to pH 2 with 6N-hydrochloric acid and extract...